This data is from the Open Reaction Database (ORD), a public repository of structured organic reaction records. The task is: describe an organic reaction: reactants, conditions, products, and yield The reactants are BrC=1C=C(SC1C)C(=S)OC (methyl 4-bromo-5-methylthiothiophene-2-carboxylate), tris-(dibenzylidineacetone)dipalladium, C1(=CC=CC=C1)P(C1=C(C2=CC=CC=C2C=C1)C1=C(C=CC2=CC=CC=C12)P(C1=CC=CC=C1)C1=CC=CC=C1)C1=CC=CC=C1 (racemic-2,2′-bis(diphenylphosphino)-1,1′-binaphthyl), C([O-])([O-])=O.[Cs+].[Cs+] (cesium carbonate), NC=1C=C2CCCC2=CC1 (5-aminoindan). The solvent is C1(=CC=CC=C1)C (toluene). Product: C1CCC2=CC(=CC=C12)NC=1C=C(SC1C)C(=S)OC (Methyl 4-(indan-5-ylamino)-5-methylthiothiophene-2-carboxylate). The yield is 73.4%. As a reaction SMILES: Br[C:2]1[CH:3]=[C:4]([C:8]([O:10][CH3:11])=[S:9])[S:5][C:6]=1[CH3:7].C1(P(C2C=CC=CC=2)C2C=CC3C(=CC=CC=3)C=2C2C3C(=CC=CC=3)C=CC=2P(C2C=CC=CC=2)C2C=CC=CC=2)C=CC=CC=1.C(=O)([O-])[O-].[Cs+].[Cs+].[NH2:64][C:65]1[CH:66]=[C:67]2[C:71](=[CH:72][CH:73]=1)[CH2:70][CH2:69][CH2:68]2>C1(C)C=CC=CC=1>[CH2:70]1[C:71]2[C:67](=[CH:66][C:65]([NH:64][C:2]3[CH:3]=[C:4]([C:8]([O:10][CH3:11])=[S:9])[S:5][C:6]=3[CH3:7])=[CH:73][CH:72]=2)[CH2:68][CH2:69]1 |f:2.3.4|. Procedure details: The same procedure as in Example 254, step (a) was followed using 120 mg (0.449 mmol) of methyl 4-bromo-5-methylthiothiophene-2-carboxylate (as prepared in Example 241, step (a), 41 mg (10 mol %) of tris-(dibenzylidineacetone)dipalladium, 42 mg (15 mol %) of racemic-2,2′-bis(diphenylphosphino)-1,1′-binaphthyl, 205 mg (0.629 mmol) of cesium carbonate and 74.8 mg (0.56 mmol) of 5-aminoindan in 900 μL of toluene, and chromatographed as before using 40% CH2Cl2-hexane to afford 100 mg (73%) of the ti... Product: CS(=O)(=O)C1=CC=C(OC=2C(=CC3=C(N=C(N3)C3=NC=CC=C3)C2)N2C(CCC2)C(C)O)C=C1 (1-(1-(6-(4-Methanesulfonyl-phenoxy)-2-pyridin-2-yl-3H-benzimidazol-5-yl)-pyrrolidin-2-yl)-ethanol). Starting materials: C(C)OC(=O)C1=C(OC2=CC3=C(NC(=N3)C3=NC=CC=C3)C=C2OC2=CC=C(C=C2)S(=O)(=O)C)C=CC=C1 (5-(2-Ethoxycarbonyl-phenoxy)-6-(4-methanesulfonyl-phenoxy)-2-pyridin-2-yl-1H-benzimidazole), N1C(CCC1)C(C)O (1-pyrrolidin-2-yl-ethanol). Reaction SMILES: C(OC(C1C=CC=CC=1O[C:9]1[C:23]([O:24][C:25]2[CH:30]=[CH:29][C:28]([S:31]([CH3:34])(=[O:33])=[O:32])=[CH:27][CH:26]=2)=[CH:22][C:12]2[NH:13][C:14]([C:16]3[CH:21]=[CH:20][CH:19]=[CH:18][N:17]=3)=[N:15][C:11]=2[CH:10]=1)=O)C.[NH:39]1[CH2:43][CH2:42][CH2:41][CH:40]1[CH:44]([OH:46])[CH3:45]>>[CH3:34][S:31]([C:28]1[CH:27]=[CH:26][C:25]([O:24][C:23]2[C:9]([N:39]3[CH2:43][CH2:42][CH2:41][CH:40]3[CH:44]([OH:46])[CH3:45])=[CH:10][C:11]3[NH:15][C:14]([C:16]4[CH:21]=[CH:20][CH:19]=[CH:18][N:17]=4)=[N:13][C:12]=3[CH:22]=2)=[CH:30][CH:29]=1)(=[O:33])=[O:32]. Reported procedure: The entitled compound was obtained as a pale yellow solid, diastereomer mixture, in the same method as in Example 15 or in accordance with the method or by combining it with an ordinary method but using 5-fluoro-4-(4-methanesulfonyl-phenoxy)-2-nitro-phenylamine obtained in Example 14 and 1-pyrrolidin-2-yl-ethanol. The resulting diastereomer mixture was purified through partitioning thin-layer chromatography (Kieselgel™ 60F254, Art 5744 (by Merck), chloroform/methanol=10/1) into the individual di... Reactants: CN, Cl, Cc1ccc(S(=O)(=O)OCC2Cc3cc(-c4ccccc4)cc(-c4cccc(F)c4)c3O2)cc1. Yields the product CNCC1Cc2cc(-c3ccccc3)cc(-c3cccc(F)c3)c2O1. Reaction SMILES: [CH3:36][NH2:37].[ClH:1].[F:2][c:3]1[cH:4][c:5](-[c:9]2[cH:10][c:11](-[c:30]3[cH:31][cH:32][cH:33][cH:34][cH:35]3)[cH:12][c:13]3[c:17]2[O:16][CH:15]([CH2:18][O:19][S:20]([c:21]2[cH:22][cH:23][c:24]([CH3:25])[cH:26][cH:27]2)(=[O:28])=[O:29])[CH2:14]3)[cH:6][cH:7][cH:8]1>>[F:2][c:3]1[cH:4][c:5](-[c:9]2[cH:10][c:11](-[c:30]3[cH:31][cH:32][cH:33][cH:34][cH:35]3)[cH:12][c:13]3[c:17]2[O:16][CH:15]([CH2:18][NH:37][CH3:36])[CH2:14]3)[cH:6][cH:7][cH:8]1. The reactants are C(C)OC(=O)NC1=C(C(=O)O)C(=CC=C1)C=C (2-Ethoxycarbonylamino-6-vinyl benzoic acid). The reagents and catalysts are [Pd] (Pd-C). Run in C(C)O (ethanol). The product is C(C)OC(=O)NC1=C(C(=O)O)C(=CC=C1)CC (2-ethoxycarbonylamino-6-ethylbenzoic acid), ( I ). As a reaction SMILES: [CH2:1]([O:3][C:4]([NH:6][C:7]1[CH:15]=[CH:14][CH:13]=[C:12]([CH:16]=[CH2:17])[C:8]=1[C:9]([OH:11])=[O:10])=[O:5])[CH3:2]>C(O)C.[Pd]>[CH2:1]([O:3][C:4]([NH:6][C:7]1[CH:15]=[CH:14][CH:13]=[C:12]([CH2:16][CH3:17])[C:8]=1[C:9]([OH:11])=[O:10])=[O:5])[CH3:2]. Reported procedure: 2-Ethoxycarbonylamino-6-vinyl benzoic acid (500 mg, 2.13 mmol) and 10% Pd-C (50 mg) in 40 ml absolute ethanol was stirred for 16 hrs under 40 psi H2 pressure in a Parr bomb at room temperature. The reaction mixture was filtered through a cone of Celite and the catalyst on Celite was washed with 15 ml ethanol. The combined filtrate was evaporated to dryness. Trituration with ether gave crystalline 2-ethoxycarbonylamino-6-ethylbenzoic acid of Formula (I) in quantitative yield. M.p. 71.5°-74.0° C.;... Reactants: ClCCl, O=C(O)C(F)(F)F, CCOC(=O)c1[nH]c2cc(Cl)c(C(=O)OC(C)(C)C)c(Cl)c2c1NCS(=O)(=O)c1ccccc1. Yields the product CCOC(=O)c1[nH]c2cc(Cl)cc(Cl)c2c1NCS(=O)(=O)c1ccccc1. RXN SMILES: [CH2:42]([Cl:43])[Cl:44].[OH:35][C:36]([C:37]([F:38])([F:39])[F:40])=[O:41].[c:1]1([S:7](=[O:8])(=[O:9])[CH2:10][NH:11][c:12]2[c:13]([C:30](=[O:31])[O:32][CH2:33][CH3:34])[nH:14][c:15]3[cH:16][c:17]([Cl:29])[c:18]([C:22]([O:23][C:24]([CH3:25])([CH3:26])[CH3:27])=[O:28])[c:19]([Cl:21])[c:20]23)[cH:2][cH:3][cH:4][cH:5][cH:6]1>>[c:1]1([S:7](=[O:8])(=[O:9])[CH2:10][NH:11][c:12]2[c:13]([C:30](=[O:31])[O:32][CH2:33][CH3:34])[nH:14][c:15]3[cH:16][c:17]([Cl:29])[cH:18][c:19]([Cl:21])[c:20]23)[cH:2][cH:3][cH:4][cH:5][cH:6]1. Reactants: CC1CCC(C(C)C)C(C(=O)Cl)C1, Nc1ccc(O)cc1. Product: CC1CCC(C(C)C)C(C(=O)Nc2ccc(O)cc2)C1. As a reaction SMILES: [CH:1]1([CH3:13])[CH2:2][CH:3]([C:10](=[O:11])[Cl:12])[CH:4]([CH:7]([CH3:8])[CH3:9])[CH2:5][CH2:6]1.[NH2:14][c:15]1[cH:16][cH:17][c:18]([OH:21])[cH:19][cH:20]1>>[CH:1]1([CH3:13])[CH2:2][CH:3]([C:10](=[O:11])[NH:14][c:15]2[cH:16][cH:17][c:18]([OH:21])[cH:19][cH:20]2)[CH:4]([CH:7]([CH3:8])[CH3:9])[CH2:5][CH2:6]1. Starting materials: CC1CNCCN1, CCO, CCn1cc(C(=O)O)c(=O)c2cc3cc(F)c(Cl)cc3nc21, c1ccncc1. Product: CCn1cc(C(=O)O)c(=O)c2cc3cc(F)c(N4CCNC(C)C4)cc3nc21. RXN SMILES: [CH3:29][CH:30]1[NH:31][CH2:32][CH2:33][NH:34][CH2:35]1.[CH3:36][CH2:37][OH:38].[Cl:1][c:2]1[c:3]([F:22])[cH:4][c:5]2[c:6]([n:7][c:8]3[n:9]([CH2:19][CH3:20])[cH:10][c:11]([C:16](=[O:17])[OH:18])[c:12](=[O:15])[c:13]3[cH:14]2)[cH:21]1.[cH:23]1[cH:24][cH:25][n:26][cH:27][cH:28]1>>[c:2]1([N:34]2[CH2:33][CH2:32][NH:31][CH:30]([CH3:29])[CH2:35]2)[c:3]([F:22])[cH:4][c:5]2[c:6]([n:7][c:8]3[n:9]([CH2:19][CH3:20])[cH:10][c:11]([C:16](=[O:17])[OH:18])[c:12](=[O:15])[c:13]3[cH:14]2)[cH:21]1.